This data is from the Open Reaction Database (ORD), a public repository of structured organic reaction records. The task is: describe an organic reaction: reactants, conditions, products, and yield The reactants are CC(=O)NC1CCc2[nH]c3cc(OCc4ccccc4)ccc3c2C1, CCO, Cl. Yields the product CC(=O)NC1CCc2[nH]c3cc(O)ccc3c2C1. Reaction SMILES: [C:1]([CH3:2])(=[O:3])[NH:4][CH:5]1[CH2:6][CH2:7][c:8]2[nH:9][c:10]3[cH:11][c:12]([O:18][CH2:19][c:20]4[cH:21][cH:22][cH:23][cH:24][cH:25]4)[cH:13][cH:14][c:15]3[c:16]2[CH2:17]1.[CH2:27]([OH:28])[CH3:29].[ClH:26]>>[C:1]([CH3:2])(=[O:3])[NH:4][CH:5]1[CH2:6][CH2:7][c:8]2[nH:9][c:10]3[cH:11][c:12]([OH:18])[cH:13][cH:14][c:15]3[c:16]2[CH2:17]1.